describe an organic reaction: reactants, conditions, products, and yield From a dataset of the Open Reaction Database (ORD), a public repository of structured organic reaction records. Starting materials: ClC1=C(C=CC(=C1)Cl)C(C(=O)C=1C=NC=CC1)C (2-(2,4-dichlorophenyl)-1-(3-pyridyl)-1-propanone), [Cl-].ClC[P+](C1=CC=CC=C1)(C1=CC=CC=C1)C1=CC=CC=C1 (chloromethyltriphenylphosphonium chloride). The product is ClC=C(C(C1=C(C=C(C=C1)Cl)Cl)C)C=1C=NC=CC1 (3-(α-chloromethylene-2,4-dichloro-β-methylphenethyl)-pyridine). As a reaction SMILES: [Cl:1][C:2]1[CH:7]=[C:6]([Cl:8])[CH:5]=[CH:4][C:3]=1[CH:9]([CH3:18])[C:10]([C:12]1[CH:13]=[N:14][CH:15]=[CH:16][CH:17]=1)=O.[Cl-].[Cl:20][CH2:21][P+](C1C=CC=CC=1)(C1C=CC=CC=1)C1C=CC=CC=1>>[Cl:20][CH:21]=[C:10]([C:12]1[CH:13]=[N:14][CH:15]=[CH:16][CH:17]=1)[CH:9]([CH3:18])[C:3]1[CH:4]=[CH:5][C:6]([Cl:8])=[CH:7][C:2]=1[Cl:1] |f:1.2|. Procedure details: starting from 2-(2,4-dichlorophenyl)-1-(3-pyridyl)-1-propanone and chloromethyltriphenylphosphonium chloride there is obtained 3-(α-chloromethylene-2,4-dichloro-β-methylphenethyl)-pyridine as an isomer-pure compound in the form of a yellow oil; Product: FC(C=1C=C(C=C(C1)C(F)(F)F)C(C(=O)N(C=1C(=CC(=NC1)NC(=O)C1CC1)C1=C(C=CC=C1)C)C)(C)C)(F)F (Cyclopropanecarboxylic acid (5-{[2-(3,5-bis-trifluoromethyl-phenyl)-2-methyl-propionyl]-methyl-amino}-4-o-tolyl-pyridin-2-yl)-amide). RXN SMILES: [NH2:1][C:2]1[N:7]=[CH:6][C:5]([N:8]([CH3:28])[C:9](=[O:27])[C:10]([C:13]2[CH:18]=[C:17]([C:19]([F:22])([F:21])[F:20])[CH:16]=[C:15]([C:23]([F:26])([F:25])[F:24])[CH:14]=2)([CH3:12])[CH3:11])=[C:4]([C:29]2[CH:34]=[CH:33][CH:32]=[CH:31][C:30]=2[CH3:35])[CH:3]=1.N1C=CC=CC=1.[CH:42]1([C:45](Cl)=[O:46])[CH2:44][CH2:43]1>ClCCl>[F:22][C:19]([F:20])([F:21])[C:17]1[CH:18]=[C:13]([C:10]([CH3:12])([CH3:11])[C:9]([N:8]([CH3:28])[C:5]2[C:4]([C:29]3[CH:34]=[CH:33][CH:32]=[CH:31][C:30]=3[CH3:35])=[CH:3][C:2]([NH:1][C:45]([CH:42]3[CH2:44][CH2:43]3)=[O:46])=[N:7][CH:6]=2)=[O:27])[CH:14]=[C:15]([C:23]([F:26])([F:24])[F:25])[CH:16]=1. The solvent is ClCCl (dichloromethane). Conditions: time 2 day. Procedure details: To a solution of 100 mg (0.20 mmol) N-(6-amino-4-o-tolyl-pyridin-3-yl)-2-(3,5-bis-trifluoromethyl-phenyl)-N-methyl-isobutyramide in 3 ml dichloromethane were added 2 ml pyridine and 23 mg (0.22 mmol) cyclopropanecarboxylic acid chloride at 0° C. After stirring for 2 days at room temperature, the solvent was removed in vacuo and the residue was purified by flash-chromatography to give 61 mg (54%) of the title compound as white solid. MS m/e (%): 586 (M+Na+, 25), 564 (M+H+, 100). Starting materials: NC1=CC(=C(C=N1)N(C(C(C)(C)C1=CC(=CC(=C1)C(F)(F)F)C(F)(F)F)=O)C)C1=C(C=CC=C1)C (N-(6-amino-4-o-tolyl-pyridin-3-yl)-2-(3,5-bis-trifluoromethyl-phenyl)-N-methyl-isobutyramide), N1=CC=CC=C1 (pyridine), C1(CC1)C(=O)Cl (cyclopropanecarboxylic acid chloride). Yield: 54.1%. The reactants are O=C([O-])[O-], CN(C)C=O, CC(C)I, [K+], [K+], COc1cc(CCCC(=O)O)ccc1OCc1nc(-c2ccco2)oc1C. Product: COc1cc(CCCC(=O)OC(C)C)ccc1OCc1nc(-c2ccco2)oc1C. Reaction SMILES: [C:32](=[O:33])([O-:34])[O-:35].[CH3:38][N:39]([CH3:40])[CH:41]=[O:42].[CH:28]([CH3:29])([CH3:30])[I:31].[K+:36].[K+:37].[o:1]1[c:2](-[c:6]2[o:7][c:8]([CH3:27])[c:9]([CH2:11][O:12][c:13]3[c:14]([O:25][CH3:26])[cH:15][c:16]([CH2:19][CH2:20][CH2:21][C:22](=[O:23])[OH:24])[cH:17][cH:18]3)[n:10]2)[cH:3][cH:4][cH:5]1>>[o:1]1[c:2](-[c:6]2[o:7][c:8]([CH3:27])[c:9]([CH2:11][O:12][c:13]3[c:14]([O:25][CH3:26])[cH:15][c:16]([CH2:19][CH2:20][CH2:21][C:22](=[O:23])[O:24][CH:28]([CH3:29])[CH3:30])[cH:17][cH:18]3)[n:10]2)[cH:3][cH:4][cH:5]1. The reactants are Cl (hydrochloric acid), N1=CC=C(C=C1)N1CCC(CC1)C(=O)OCC (ethyl 1-(4-pyridyl)piperidine-4-carboxylate), resultant mixture. Solvent: O1CCOCC1 (dioxane). Product: Cl.N1=CC=C(C=C1)N1CCC(CC1)C(=O)O (1-(4-pyridyl)piperidine-4-carboxylic acid hydrochloride). Reaction SMILES: [N:1]1[CH:6]=[CH:5][C:4]([N:7]2[CH2:12][CH2:11][CH:10]([C:13]([O:15]CC)=[O:14])[CH2:9][CH2:8]2)=[CH:3][CH:2]=1.[ClH:18]>O1CCOCC1>[ClH:18].[N:1]1[CH:2]=[CH:3][C:4]([N:7]2[CH2:12][CH2:11][CH:10]([C:13]([OH:15])=[O:14])[CH2:9][CH2:8]2)=[CH:5][CH:6]=1 |f:3.4|. Procedure: 2.95 g (12.6 mmol) of ethyl 1-(4-pyridyl)piperidine-4-carboxylate was stirred in 100 ml of dioxane. 50 ml of 1 N aqueous hydrochloric acid solution was added thereto, and the resultant mixture was stirred at 95° C. for 20 hours. The solvent was evaporated under reduced pressure to obtain the title compound.